describe an organic reaction: reactants, conditions, products, and yield From a dataset of the Open Reaction Database (ORD), a public repository of structured organic reaction records. The reactants are C(C)OC(=O)N1CCN(CC1)C(=O)C(CC=1N=CNC1)N (4-ethoxycarbonyl-1-(1-amino-2-(imidazol-4-yl)ethyl)carbonylpiperazine), C(=O)(O)C1=NC2=CC=CC=C2C(=C1)OC (2-carboxy-4-methoxyquinoline), CCN=C=NCCCN(C)C (EDCI), C=1C=CC2=C(C1)N=NN2O (HOBt). Solvent: C(Cl)Cl (methylene chloride), C(C)N(CC)CC (triethylamine), C1CCOC1 (THF), C(C)N(CC)CC (triethylamine), C1CCOC1 (THF), C(Cl)Cl (methylene chloride), CO (MeOH). Conditions: time 8 hour. Yields the product C(C)OC(=O)N1CCN(CC1)C(=O)C(CC=1N=CNC1)NC(=O)C1=NC2=CC=CC=C2C(=C1)OC (2-[1-(4-(ethoxycarbonyl)piperazin-1-yl)carbonyl-2-(imidazol-4-yl)ethyl]aminocarbonyl-4-methoxyquinoline). As a reaction SMILES: [C:1]([C:4]1[CH:13]=[C:12]([O:14][CH3:15])[C:11]2[C:6](=[CH:7][CH:8]=[CH:9][CH:10]=2)[N:5]=1)([OH:3])=O.[CH2:16]([O:18][C:19]([N:21]1[CH2:26][CH2:25][N:24]([C:27]([CH:29]([NH2:36])[CH2:30][C:31]2[N:32]=[CH:33][NH:34][CH:35]=2)=[O:28])[CH2:23][CH2:22]1)=[O:20])[CH3:17].CCN=C=NCCCN(C)C.C1C=CC2N(O)N=NC=2C=1>C1COCC1.C(Cl)Cl.CO.C(N(CC)CC)C>[CH2:16]([O:18][C:19]([N:21]1[CH2:26][CH2:25][N:24]([C:27]([CH:29]([NH:36][C:1]([C:4]2[CH:13]=[C:12]([O:14][CH3:15])[C:11]3[C:6](=[CH:7][CH:8]=[CH:9][CH:10]=3)[N:5]=2)=[O:3])[CH2:30][C:31]2[N:32]=[CH:33][NH:34][CH:35]=2)=[O:28])[CH2:23][CH2:22]1)=[O:20])[CH3:17]. Procedure details: To a solution of N-t-butoxycarbonylhistidine (2 g, 7.05 mmol) in THF (30 mL) was added 1-ethoxycarbonylpiperazine (1.36 mL, 1.3 eq.), EDCI (1.65 g, 1.2 eq.), HOBt (1.2 g, 1.1 eq.) and the reaction mixture was stirred overnight. The reaction mixture was evaporated in vacuo to afford a crude product, which was dissolved in ethyl acetate, washed with saturated NaHCO3, 1 M NaHSO4 and brine. The organic layer was evaporated. Flash column chromatography with 2%-6% MeOH in CH2Cl2 afforded 4-ethoxycarbo... Starting materials: CCCCCCCCCCOc1ccc(C(=O)O)cc1C(C)(C)C, ClCCl, CN(C)C=O, O=C(Cl)C(=O)Cl. The product is CCCCCCCCCCOc1ccc(C(=O)Cl)cc1C(C)(C)C. As a reaction SMILES: [CH2:1]([CH2:2][CH2:3][CH2:4][CH2:5][CH2:6][CH2:7][CH2:8][CH2:9][CH3:10])[O:11][c:12]1[c:13]([C:21]([CH3:22])([CH3:23])[CH3:24])[cH:14][c:15]([C:16](=[O:17])[OH:18])[cH:19][cH:20]1.[CH2:31]([Cl:32])[Cl:33].[CH3:34][N:35]([CH3:36])[CH:37]=[O:38].[Cl:25][C:26]([C:27]([Cl:28])=[O:29])=[O:30]>>[CH2:1]([CH2:2][CH2:3][CH2:4][CH2:5][CH2:6][CH2:7][CH2:8][CH2:9][CH3:10])[O:11][c:12]1[c:13]([C:21]([CH3:22])([CH3:23])[CH3:24])[cH:14][c:15]([C:16](=[O:17])[Cl:25])[cH:19][cH:20]1. Reactants: CS(=O)(=O)c1ccccc1-c1ccc(N)cc1, COc1ccc(-n2nc(C(F)(F)F)cc2C(=O)O)c(CN=[N+]=[N-])c1, Nc1ccc(F)cc1C(=O)O. Yields the product [N-]=[N+]=NCc1cc(F)ccc1-n1nc(C(F)(F)F)cc1C(=O)O. RXN SMILES: [CH3:36][S:37]([c:38]1[cH:39][cH:40][cH:41][cH:42][c:43]1-[c:44]1[cH:45][cH:46][c:47]([NH2:48])[cH:49][cH:50]1)(=[O:51])=[O:52].[F:12][C:13]([c:14]1[n:15][n:16](-[c:22]2[c:23]([CH2:30][N:31]=[N+:32]=[N-:33])[cH:24][c:25]([O:28][CH3:29])[cH:26][cH:27]2)[c:17]([C:19](=[O:20])[OH:21])[cH:18]1)([F:34])[F:35].[F:1][c:2]1[cH:3][c:4]([C:9]([OH:10])=[O:11])[c:5]([NH2:6])[cH:7][cH:8]1>>[F:1][c:25]1[cH:24][c:23]([CH2:30][N:31]=[N+:32]=[N-:33])[c:22](-[n:16]2[n:15][c:14]([C:13]([F:12])([F:34])[F:35])[cH:18][c:17]2[C:19](=[O:20])[OH:21])[cH:27][cH:26]1. The reactants are CCOS(=O)(=O)CCc1ccc(OCc2ccccc2)cc1, CCOC(C)=O, [H][H]. Yields the product CCOS(=O)(=O)CCc1ccc(O)cc1. Reaction SMILES: [CH2:1]([c:2]1[cH:3][cH:4][cH:5][cH:6][cH:7]1)[O:8][c:9]1[cH:10][cH:11][c:12]([CH2:13][CH2:14][S:15](=[O:16])(=[O:17])[O:18][CH2:19][CH3:20])[cH:21][cH:22]1.[CH3:25][CH2:26][O:27][C:28](=[O:29])[CH3:30].[H:23][H:24]>>[OH:8][c:9]1[cH:10][cH:11][c:12]([CH2:13][CH2:14][S:15](=[O:16])(=[O:17])[O:18][CH2:19][CH3:20])[cH:21][cH:22]1.